From a dataset of the Open Reaction Database (ORD), a public repository of structured organic reaction records. describe an organic reaction: reactants, conditions, products, and yield Reactants: O (water), NC1=C(C=CC=C1[N+](=O)[O-])O (2-Amino-3-nitro-phenol), BrCCOC (1-Bromo-2-methoxy-ethane), C(=O)([O-])[O-].[K+].[K+] (K2CO3). The solvent is CN(C)C=O (DMF). Product: COCCOC1=C(C(=CC=C1)[N+](=O)[O-])N (2-(2-Methoxy-ethoxy)-6-nitro-phenylamine). RXN SMILES: [NH2:1][C:2]1[C:7]([N+:8]([O-:10])=[O:9])=[CH:6][CH:5]=[CH:4][C:3]=1[OH:11].Br[CH2:13][CH2:14][O:15][CH3:16].C([O-])([O-])=O.[K+].[K+].O>CN(C=O)C>[CH3:16][O:15][CH2:14][CH2:13][O:11][C:3]1[CH:4]=[CH:5][CH:6]=[C:7]([N+:8]([O-:10])=[O:9])[C:2]=1[NH2:1] |f:2.3.4|. Procedure: A solution of 5 g 2-Amino-3-nitro-phenol, 4.5 g 1-Bromo-2-methoxy-ethane, 4.4 g K2CO3 in 50 mL DMF were heated to 60° C. for 16 h. Then 50 mL of water were added and the mixture was extracted with ethyl acetate (3×100 ml). The combined organic layers were dried over MgSO4, and the solvents were removed under reduced pressure. The remaining product was pure enough for the next reaction step. Yield: 5.8 g. Starting materials: Cl (Hydrochloric acid), BrC=1C=C(C2=C(C(CCS2)(C)C)C1C)C (6-Bromo-3,4-dihydro-4,4,5,8-tetramethyl-2H-1-benzothiopyran), CN(C=O)C (Dimethylformamide), C(CCC)[Li] (n-butyllithium). Solvent: C(C)OCC (diethyl ether). Reaction conditions: time 1 hour. The product is CC1(CCSC2=C1C(=C(C=C2C)C=O)C)C (3,4-Dihydro-4,4,5,8-tetramethyl-2H-1-benzothiopyran-6-carboxaldehyde). As a reaction SMILES: Br[C:2]1[CH:3]=[C:4]([CH3:15])[C:5]2[S:10][CH2:9][CH2:8][C:7]([CH3:12])([CH3:11])[C:6]=2[C:13]=1[CH3:14].C([Li])CCC.CN(C)[CH:23]=[O:24].Cl>C(OCC)C>[CH3:11][C:7]1([CH3:12])[C:6]2[C:13]([CH3:14])=[C:2]([CH:23]=[O:24])[CH:3]=[C:4]([CH3:15])[C:5]=2[S:10][CH2:9][CH2:8]1. Reported procedure: 6-Bromo-3,4-dihydro-4,4,5,8-tetramethyl-2H-1-benzothiopyran (19.8 g, World Patent Application 95/04054) was dissolved in diethyl ether (350 mL) and treated with n-butyllithium (2.5N in hexanes, 42 mL). The mixture was stirred at room temperature for 1 h and then cooled in a dry-ice/acetone bath. Dimethylformamide (16 mL) was added over a period of several minutes and the reaction bath was allowed to warm to -40° C. Hydrochloric acid (1N aqueous, 100 mL) was added and the mixture was allowed to w... Reactants: CCOC(=O)c1cc(C)n(-c2ccc([N+](=O)[O-])cc2)c1-c1ccccc1, CCO. The product is CCOC(=O)c1cc(C)n(-c2ccc(N)cc2)c1-c1ccccc1. RXN SMILES: [CH2:1]([CH3:2])[O:3][C:4](=[O:5])[c:6]1[c:7](-[c:21]2[cH:22][cH:23][cH:24][cH:25][cH:26]2)[n:8](-[c:12]2[cH:13][cH:14][c:15]([N+:18]([O-:19])=[O:20])[cH:16][cH:17]2)[c:9]([CH3:11])[cH:10]1.[CH3:27][CH2:28][OH:29]>>[CH2:1]([CH3:2])[O:3][C:4](=[O:5])[c:6]1[c:7](-[c:21]2[cH:22][cH:23][cH:24][cH:25][cH:26]2)[n:8](-[c:12]2[cH:13][cH:14][c:15]([NH2:18])[cH:16][cH:17]2)[c:9]([CH3:11])[cH:10]1.